This data is from the Open Reaction Database (ORD), a public repository of structured organic reaction records. The task is: describe an organic reaction: reactants, conditions, products, and yield The reactants are BrC=1C=C2C(=C(C=NC2=CC1)C(C)=O)Cl (1-(6-bromo-4-chloroquinolin-3-yl)ethanone), CN(CCC=1C=C(N)C=CC1)C (3-(2-(dimethylamino)ethyl)aniline). Yields the product BrC=1C=C2C(=C(C=NC2=CC1)C(C)=O)NC1=CC(=CC=C1)CCN(C)C (1-{6-Bromo-4-[3-(2-(dimethylamino)ethyl)phenylamino]quinolin-3-yl}ethanone). Yield: 72.8%. Reaction SMILES: [Br:1][C:2]1[CH:3]=[C:4]2[C:9](=[CH:10][CH:11]=1)[N:8]=[CH:7][C:6]([C:12](=[O:14])[CH3:13])=[C:5]2Cl.[CH3:16][N:17]([CH3:27])[CH2:18][CH2:19][C:20]1[CH:21]=[C:22]([CH:24]=[CH:25][CH:26]=1)[NH2:23]>>[Br:1][C:2]1[CH:3]=[C:4]2[C:9](=[CH:10][CH:11]=1)[N:8]=[CH:7][C:6]([C:12](=[O:14])[CH3:13])=[C:5]2[NH:23][C:22]1[CH:24]=[CH:25][CH:26]=[C:20]([CH2:19][CH2:18][N:17]([CH3:16])[CH3:27])[CH:21]=1. Procedure: Following general procedure C, 1-(6-bromo-4-chloroquinolin-3-yl)ethanone (340 mg, 1.20 mmol) was reacted with 3-(2-(dimethylamino)ethyl)aniline (215 mg, 1.31 mmol) to afford the desired product (360 mg, 50%) as a yellow solid: ESI MS m/z 412 [C21H22BrN3O+H]+. Starting materials: [OH-].[K+] (KOH), CO[C@H]1C[C@H](C[C@@H]1O[N+](=O)[O-])C(=O)OC ((+)-methyl (1R,3S,4S)-3-methoxy-4-(nitrooxy)cyclopentanecarboxylate), Cl (HCl). Run in CO (methanol). Reaction conditions: temperature 10 celsius. Product: CO[C@@H]1C[C@@H](C[C@H]1O[N+](=O)[O-])C(=O)O ((+)-(1S,3R,4R)-3-Methoxy-4-(nitrooxy)cyclopentanecarboxylic acid). Isolated yield 92.0%. Reaction SMILES: [CH3:1][O:2][C@@H:3]1[C@@H:7]([O:8][N+:9]([O-:11])=[O:10])[CH2:6][C@H:5]([C:12]([O:14]C)=[O:13])[CH2:4]1.[OH-].[K+].Cl>CO>[CH3:1][O:2][C@H:3]1[C@H:7]([O:8][N+:9]([O-:11])=[O:10])[CH2:6][C@@H:5]([C:12]([OH:14])=[O:13])[CH2:4]1 |f:1.2|. Reported procedure: A solution of (+)-methyl (1R,3S,4S)-3-methoxy-4-(nitrooxy)cyclopentanecarboxylate (0.658 g, 3 mmol) in methanol (12 ml) was cooled to 0° C. To this was added 4N KOH (1.500 ml, 6.00 mmol) dropwise over 10 minutes and the solution was stirred and allowed to warm to 10° C. over 3 h. The reaction mixture was neutralized to pH 7 by addition of 0.5 mL concentrated HCl and then the solution was concentrated under vacuum to remove methanol. To the residue was added 10 ml CHCl3 and 2 mL water and the pH ... Reactants: N1CCOCC1 (morpholine), ClC1=NC(=NC(=N1)NC1CC1)CCC (2-chloro-4-cyclopropylamino-6-n-propyl-1,3,5-triazine). Run in O1CCOCC1 (dioxane), O1CCOCC1 (dioxane). The product is C1(CC1)NC1=NC(=NC(=N1)N1CCOCC1)CCC (2-cyclopropylamino-4-morpholino-6-n-propyl-1,3,5-triazine). Yield: 84.3%. RXN SMILES: [NH:1]1[CH2:6][CH2:5][O:4][CH2:3][CH2:2]1.Cl[C:8]1[N:13]=[C:12]([NH:14][CH:15]2[CH2:17][CH2:16]2)[N:11]=[C:10]([CH2:18][CH2:19][CH3:20])[N:9]=1>O1CCOCC1>[CH:15]1([NH:14][C:12]2[N:13]=[C:8]([N:1]3[CH2:6][CH2:5][O:4][CH2:3][CH2:2]3)[N:9]=[C:10]([CH2:18][CH2:19][CH3:20])[N:11]=2)[CH2:17][CH2:16]1. Reported procedure: 45 ml (0.45 mole) of morpholine dissolved in 200 ml of dioxane are added to a solution containing 43 g (0.163 mole) of 2-chloro-4-cyclopropylamino-6-n-propyl-1,3,5-triazine in 300 ml of dioxane, while maintaining the mixture at room temperature. After the addition, the mixture is heated under reflux for one to two hours. The reaction mixture is then allowed to return to room temperature and the precipitate is filtered off. The filtrate is concentrated and the residue is redissolved in dichlorome... Reactants: O=C([O-])O, CC(CCCC1(C)OC1CCC(=O)CBr)COCc1ccccc1, CC(C)=O, Cl, [Na+]. The product is CC(CCCC(C)(O)C1CCC(O)(CBr)O1)COCc1ccccc1. As a reaction SMILES: [C:26]([O-:27])(=[O:28])[OH:29].[CH2:1]([c:2]1[cH:3][cH:4][cH:5][cH:6][cH:7]1)[O:8][CH2:9][CH:10]([CH2:11][CH2:12][CH2:13][C:14]1([CH3:23])[CH:15]([CH2:16][CH2:17][C:18]([CH2:19][Br:20])=[O:21])[O:22]1)[CH3:24].[CH3:31][C:32](=[O:33])[CH3:34].[ClH:25].[Na+:30]>>[CH2:1]([c:2]1[cH:3][cH:4][cH:5][cH:6][cH:7]1)[O:8][CH2:9][CH:10]([CH2:11][CH2:12][CH2:13][C:14]([CH:15]1[CH2:16][CH2:17][C:18]([CH2:19][Br:20])([OH:21])[O:22]1)([CH3:23])[OH:27])[CH3:24]. The reactants are CCCCCCCCCC(C)(C)c1cc(Br)ccc1O, C1CCOC1, CI, [H-], [Na+]. The product is CCCCCCCCCC(C)(C)c1cc(Br)ccc1OC. RXN SMILES: [Br:1][c:2]1[cH:3][c:4]([C:9]([CH2:10][CH2:11][CH2:12][CH2:13][CH2:14][CH2:15][CH2:16][CH2:17][CH3:18])([CH3:19])[CH3:20])[c:5]([OH:8])[cH:6][cH:7]1.[CH2:25]1[O:26][CH2:27][CH2:28][CH2:29]1.[CH3:23][I:24].[H-:21].[Na+:22]>>[Br:1][c:2]1[cH:3][c:4]([C:9]([CH2:10][CH2:11][CH2:12][CH2:13][CH2:14][CH2:15][CH2:16][CH2:17][CH3:18])([CH3:19])[CH3:20])[c:5]([O:8][CH3:23])[cH:6][cH:7]1. Reactants: FC1=CC(=C(C=C1)C1=C(C=CC=C1)NS(=O)(=O)C1=CC=C(C=C1)OC)[C@@H](C)O (N-{4′-fluoro-2′-[(1R)-1-hydroxyethyl]-1,1′-biphenyl-2-yl}-4-methoxybenzene-sulfonamide), C1(=CC=CC=C1)P(C1=CC=CC=C1)C1=CC=CC=C1 (triphenylphosphine), CCOC(=O)/N=N/C(=O)OCC (diethylazodicarboxylate). Solvent: O1CCCC1 (tetrahydrofuran). Reaction SMILES: [F:1][C:2]1[CH:7]=[CH:6][C:5]([C:8]2[CH:13]=[CH:12][CH:11]=[CH:10][C:9]=2[NH:14][S:15]([C:18]2[CH:23]=[CH:22][C:21]([O:24][CH3:25])=[CH:20][CH:19]=2)(=[O:17])=[O:16])=[C:4]([C@H:26](O)[CH3:27])[CH:3]=1.C1(P(C2C=CC=CC=2)C2C=CC=CC=2)C=CC=CC=1.CCOC(/N=N/C(OCC)=O)=O>O1CCCC1>[F:1][C:2]1[CH:3]=[C:4]2[C:5](=[CH:6][CH:7]=1)[C:8]1[CH:13]=[CH:12][CH:11]=[CH:10][C:9]=1[N:14]([S:15]([C:18]1[CH:23]=[CH:22][C:21]([O:24][CH3:25])=[CH:20][CH:19]=1)(=[O:17])=[O:16])[C@H:26]2[CH3:27]. Isolated yield 76.4%. Run at time 8 hour. Procedure: N-{4′-fluoro-2′-[(1R)-1-hydroxyethyl]-1,1′-biphenyl-2-yl}-4-methoxybenzene-sulfonamide (0.12 g, 0.29 mmol) and triphenylphosphine (0.31 g, 1.2 mmol) were dissolved in tetrahydrofuran (10 mL) and diethylazodicarboxylate (0.21 g, 0.19 mL, 1.2 mmol) was added. The solution was stirred overnight at room temperature. The solution was concentrated in vacuo and the mixture was dissolved in ethyl acetate and washed with water. The organic phase was dried over anhydrous magnesium sulfate, filtered, and c... The product is FC=1C=C2[C@@H](N(C=3C=CC=CC3C2=CC1)S(=O)(=O)C1=CC=C(C=C1)OC)C ((S)-8-Fluoro-5-[(4-methoxyphenyl)sulfonyl]-6-methyl-5,6-dihydrophenanthridine). The reactants are C12CCNCC(C(C3=C1C=CC=C3)=O)C2 (2,3,4,5-tetrahydro-1,6-methano-1H-4-benzazonin-7(6H)-one), C([O-])([O-])=O.[Na+].[Na+] (sodium carbonate), C(C=C)Br (allyl bromide). Run in C(C)O (ethanol). Run at time 2 hour. Yields the product C(C=C)N1CC2C(C3=C(C(CC1)C2)C=CC=C3)O (4-allyl-2,3,4,5,6,7-hexahydro-1,6-methano-1H-4 -benzazonin-7-ol). Isolated yield 74.4%. As a reaction SMILES: [CH:1]12[CH2:15][CH:6]([C:7](=[O:14])[C:8]3[CH:13]=[CH:12][CH:11]=[CH:10][C:9]=31)[CH2:5][NH:4][CH2:3][CH2:2]2.C(=O)([O-])[O-].[Na+].[Na+].[CH2:22](Br)[CH:23]=[CH2:24]>C(O)C>[CH2:24]([N:4]1[CH2:3][CH2:2][CH:1]2[CH2:15][CH:6]([CH:7]([OH:14])[C:8]3[CH:13]=[CH:12][CH:11]=[CH:10][C:9]=32)[CH2:5]1)[CH:23]=[CH2:22] |f:1.2.3|. Procedure: 20 ml of ethanol was added to 1 g of 2,3,4,5-tetrahydro-1,6-methano-1H-4-benzazonin-7(6H)-one and 0.63 g of sodium carbonate, and the mixture was heated and refluxed. Then, 0.72 g of allyl bromide was gradually added to the mixture, and the reaction mixture liquid was heated and refluxed for 5 hours. The mixture was cooled and filtered, and methanol and excessive allyl bromide were distilled from the filtrate. The residue was dissolved in 20 ml of methanol and cooled with ice water, and 0.15 g o... The reactants are O=C(Br)CBr, CCOCC, ClCCl, NC1C(=O)N2C(C(=O)O)=C(C=C3CCN(Cc4ccc(O)cc4)C3=O)CSC12. Yields the product O=C(CBr)NC1C(=O)N2C(C(=O)O)=C(C=C3CCN(Cc4ccc(O)cc4)C3=O)CSC12. Reaction SMILES: [Br:29][CH2:30][C:31](=[O:32])[Br:33].[CH3:34][CH2:35][O:36][CH2:37][CH3:38].[Cl:39][CH2:40][Cl:41].[NH2:1][CH:2]1[CH:3]2[S:4][CH2:5][C:6]([CH:14]=[C:15]3[C:16](=[O:28])[N:17]([CH2:20][c:21]4[cH:22][cH:23][c:24]([OH:27])[cH:25][cH:26]4)[CH2:18][CH2:19]3)=[C:7]([C:11](=[O:12])[OH:13])[N:8]2[C:9]1=[O:10]>>[NH:1]([CH:2]1[CH:3]2[S:4][CH2:5][C:6]([CH:14]=[C:15]3[C:16](=[O:28])[N:17]([CH2:20][c:21]4[cH:22][cH:23][c:24]([OH:27])[cH:25][cH:26]4)[CH2:18][CH2:19]3)=[C:7]([C:11](=[O:12])[OH:13])[N:8]2[C:9]1=[O:10])[C:31]([CH2:30][Br:29])=[O:32].